Dataset: the Open Reaction Database (ORD), a public repository of structured organic reaction records. Task: describe an organic reaction: reactants, conditions, products, and yield Reactants: CCO, Cc1ccc(C=O)c(F)c1I, NO. The product is Cc1ccc(C=NO)c(F)c1I. As a reaction SMILES: [CH3:14][CH2:15][OH:16].[F:1][c:2]1[c:3]([CH:4]=[O:5])[cH:6][cH:7][c:8]([CH3:11])[c:9]1[I:10].[NH2:12][OH:13]>>[F:1][c:2]1[c:3]([CH:4]=[N:12][OH:13])[cH:6][cH:7][c:8]([CH3:11])[c:9]1[I:10]. Reactants: BrC=1C=NNC1 (4-bromopyrazole), [H-].[Na+] (NaH), [NH4+].[Cl-] (NH4Cl), CS(=O)(=O)OC1CC2(CN(C2)C(=O)OC(C)(C)C)C1 (tert-butyl 6-((methylsulfonyl)oxy)-2-azaspiro[3.3]heptane-2-carboxylate). The solvent is CN(C)C=O (DMF), C(Cl)Cl (DCM). Reaction conditions: temperature 0 celsius, time 15 minute. Product: BrC=1C=NN(C1)C1CC2(CN(C2)C(=O)OC(C)(C)C)C1 (tert-butyl 6-(4-bromo-1H-pyrazol-1-yl)-2-azaspiro[3.3]heptane-2-carboxylate). Yield: 31.5%. RXN SMILES: [Br:1][C:2]1[CH:3]=[N:4][NH:5][CH:6]=1.[H-].[Na+].CS(O[CH:14]1[CH2:27][C:16]2([CH2:19][N:18]([C:20]([O:22][C:23]([CH3:26])([CH3:25])[CH3:24])=[O:21])[CH2:17]2)[CH2:15]1)(=O)=O.[NH4+].[Cl-]>CN(C=O)C.C(Cl)Cl>[Br:1][C:2]1[CH:3]=[N:4][N:5]([CH:14]2[CH2:27][C:16]3([CH2:19][N:18]([C:20]([O:22][C:23]([CH3:25])([CH3:24])[CH3:26])=[O:21])[CH2:17]3)[CH2:15]2)[CH:6]=1 |f:1.2,4.5|. Reported procedure: To a solution of 4-bromopyrazole (111 mg, 0.755 mmol) in DMF (dry, 2.5 mL) was added NaH (60 wt % in oil, 33 mg, 0.82 mmol) in portions at 0° C. under N2. The mixture was stirred at 0° C. for 15 min, the ice-bath was removed. The mixture was stirred at room temperature for 90 min. tert-butyl 6-((methylsulfonyl)oxy)-2-azaspiro[3.3]heptane-2-carboxylate (200 mg, 0.686 mmol) was added in one portion. The mixture was stirred at room temperature for 1 h, then 80° C. for 18 hrs. The mixture was concen... Starting materials: FC=1C=CC(=C(C1)NC(NC=1SC=C(N1)CC(=O)O)=O)C(C1=C(C=CC=C1)OC)=O ((2-{3-[5-fluoro-2-(2-methoxy-benzoyl)-phenyl]-ureido}-thiazol-4-yl)-acetic acid), O(C)CCN (2-methoxylethylamine). The product is FC=1C=CC(=C(C1)NC(NC=1SC=C(N1)CC(=O)NCCOC)=O)C(C1=C(C=CC=C1)OC)=O (2-(2-{3-[5-Fluoro-2-(2-methoxy-benzoyl)-phenyl]-ureido}-thiazol-4-yl)-N-(2-methoxy-ethyl)-acetamide). The yield is 65.0%. Reaction SMILES: [F:1][C:2]1[CH:3]=[CH:4][C:5]([C:21](=[O:30])[C:22]2[CH:27]=[CH:26][CH:25]=[CH:24][C:23]=2[O:28][CH3:29])=[C:6]([NH:8][C:9](=[O:20])[NH:10][C:11]2[S:12][CH:13]=[C:14]([CH2:16][C:17](O)=[O:18])[N:15]=2)[CH:7]=1.[O:31]([CH2:33][CH2:34][NH2:35])[CH3:32]>>[F:1][C:2]1[CH:3]=[CH:4][C:5]([C:21](=[O:30])[C:22]2[CH:27]=[CH:26][CH:25]=[CH:24][C:23]=2[O:28][CH3:29])=[C:6]([NH:8][C:9](=[O:20])[NH:10][C:11]2[S:12][CH:13]=[C:14]([CH2:16][C:17]([NH:35][CH2:34][CH2:33][O:31][CH3:32])=[O:18])[N:15]=2)[CH:7]=1. Reported procedure: 2-(2-{3-[5-Fluoro-2-(2-methoxy-benzoyl)-phenyl]-ureido}-thiazol-4-yl)-N-(2-methoxy-ethyl)-acetamide (158 mg, 65%) was prepared from (2-{3-[5-fluoro-2-(2-methoxy-benzoyl)-phenyl]-ureido}-thiazol-4-yl)-acetic acid (215 mg, 0.5 mmol) and 2-methoxylethylamine (38 mg, 0.5 mmol) following the general procedure K. Starting materials: C1CCOC1, CO, COC(=O)c1cc(O)c(F)cc1[N+](=O)[O-], [H][H]. Product: COC(=O)c1cc(O)c(F)cc1N. As a reaction SMILES: [CH2:20]1[O:21][CH2:22][CH2:23][CH2:24]1.[CH3:16][OH:17].[F:1][c:2]1[cH:3][c:4]([N+:13]([O-:14])=[O:15])[c:5]([C:6](=[O:7])[O:8][CH3:9])[cH:10][c:11]1[OH:12].[H:18][H:19]>>[F:1][c:2]1[cH:3][c:4]([NH2:13])[c:5]([C:6](=[O:7])[O:8][CH3:9])[cH:10][c:11]1[OH:12]. The reactants are ClC1=C2C(=NC3=C1N=CN3C)NC(N2C2=C(C=C(C=C2)I)F)=O (8-chloro-1-(2-fluoro-4-iodophenyl)-5-methyl-3,5-dihydrodiimidazo[4,5-b:4′,5′-e]pyridin-2(1H)-one), [Li+].C[Si](C)(C)[N-][Si](C)(C)C (LiHMDS), C1(CC1)S(=O)(=O)Cl (cyclopropylsulfonyl chloride). Run in C1CCOC1 (THF). Run at temperature -78 celsius, time 10 minute. Yields the product ClC1=C2C(=NC3C1N=CN3C)N(C(N2C2=C(C=C(C=C2)I)F)=O)S(=O)(=O)C2CC2 (8-Chloro-3-(cyclopropylsulfonyl)-1-(2-fluoro-4-iodophenyl)-5-methyl-3,4a,5,7a-tetrahydrodiimidazo[4,5-b:4′,5′-e]pyridin-2(1H)-one). RXN SMILES: [Cl:1][C:2]1[C:7]2[N:8]=[CH:9][N:10]([CH3:11])[C:6]=2[N:5]=[C:4]2[NH:12][C:13](=[O:23])[N:14]([C:15]3[CH:20]=[CH:19][C:18]([I:21])=[CH:17][C:16]=3[F:22])[C:3]=12.[Li+].C[Si]([N-][Si](C)(C)C)(C)C.[CH:34]1([S:37](Cl)(=[O:39])=[O:38])[CH2:36][CH2:35]1>C1COCC1>[Cl:1][C:2]1[CH:7]2[N:8]=[CH:9][N:10]([CH3:11])[CH:6]2[N:5]=[C:4]2[N:12]([S:37]([CH:34]3[CH2:36][CH2:35]3)(=[O:39])=[O:38])[C:13](=[O:23])[N:14]([C:15]3[CH:20]=[CH:19][C:18]([I:21])=[CH:17][C:16]=3[F:22])[C:3]=12 |f:1.2|. Reported procedure: To a solution of 8-chloro-1-(2-fluoro-4-iodophenyl)-5-methyl-3,5-dihydrodiimidazo[4,5-b:4′,5′-e]pyridin-2(1H)-one (200 mg, 0.36 mmol) in THF (6 ml) at −78° C. is added LiHMDS (0.54 ml, 1 M in THF, 0.54 mmol). The reaction mixture is stirred at −78° C. for 10 min and cyclopropylsulfonyl chloride (100 mg, 0.72 mmol) is added to the mixture. The reaction is slowly warmed to room temperature and stirred at the temperature for 3 h. The reaction is quenched with saturated aqueous NH4Cl solution (10 ml... Starting materials: CO, O=C(O)C1CCCCN1, O=S(Cl)Cl. Product: COC(=O)C1CCCCN1. Reaction SMILES: [CH3:14][OH:15].[NH:1]1[CH:2]([C:7](=[O:8])[OH:9])[CH2:3][CH2:4][CH2:5][CH2:6]1.[S:10]([Cl:11])([Cl:12])=[O:13]>>[NH:1]1[CH:2]([C:7](=[O:8])[O:9][CH3:14])[CH2:3][CH2:4][CH2:5][CH2:6]1. Reactants: C(C)(C)OC(=O)N1C2=C(C(CCC1)=O)C=CC(=C2C)Cl (8-chloro-9-methyl-5-oxo-2,3,4,5-tetrahydro-benzo[b]azepine-1-carboxylic acid isopropyl ester), FC(C=1C=C(CN)C=C(C1)C(F)(F)F)(F)F (3,5-bis(trifluoromethyl)benzylamine), [OH-].[Na+] (NaOH), [BH4-].[Na+] (sodium borohydride). Reagents/catalysts: CC([O-])C.[Ti+4].CC([O-])C.CC([O-])C.CC([O-])C (titanium isopropoxide). Solvent: CO (methanol). Conditions: time 14 hour. Product: C(C)(C)OC(=O)N1C2=C(C(CCC1)NCC1=CC(=CC(=C1)C(F)(F)F)C(F)(F)F)C=CC(=C2C)Cl ((+/−)-5-(3,5-Bis-trifluoromethyl-benzylamino)-8-chloro-9-methyl-2,3,4,5-tetrahydro-benzo[b]azepine-1-carboxylic acid isopropyl ester). Yield: 57.4%. As a reaction SMILES: [CH:1]([O:4][C:5]([N:7]1[CH2:13][CH2:12][CH2:11][C:10](=O)[C:9]2[CH:15]=[CH:16][C:17]([Cl:20])=[C:18]([CH3:19])[C:8]1=2)=[O:6])([CH3:3])[CH3:2].[F:21][C:22]([F:36])([F:35])[C:23]1[CH:24]=[C:25]([CH:28]=[C:29]([C:31]([F:34])([F:33])[F:32])[CH:30]=1)[CH2:26][NH2:27].[BH4-].[Na+].[OH-].[Na+]>CC(C)[O-].[Ti+4].CC(C)[O-].CC(C)[O-].CC(C)[O-].CO>[CH:1]([O:4][C:5]([N:7]1[CH2:13][CH2:12][CH2:11][CH:10]([NH:27][CH2:26][C:25]2[CH:28]=[C:29]([C:31]([F:32])([F:33])[F:34])[CH:30]=[C:23]([C:22]([F:21])([F:35])[F:36])[CH:24]=2)[C:9]2[CH:15]=[CH:16][C:17]([Cl:20])=[C:18]([CH3:19])[C:8]1=2)=[O:6])([CH3:3])[CH3:2] |f:2.3,4.5,6.7.8.9.10|. Reported procedure: Inject titanium isopropoxide (0.176 mL, 0.60 mmol) to a mixture of 8-chloro-9-methyl-5-oxo-2,3,4,5-tetrahydro-benzo[b]azepine-1-carboxylic acid isopropyl ester (90 mg, 0.30 mmol) and 3,5-bis(trifluoromethyl)benzylamine (137 mg, 0.45 mmol) at room temperature under an atmosphere of nitrogen and stir the solution for 14 h. Add methanol (1.3 mL) and sodium borohydride (28 mg, 0.75 mmol) and stir the mixture under nitrogen at room temperature for 2 h. Add 0.1M NaOH, stir for 30 min. Filter through c... The reactants are CO (methanol), C1=CC(=CC(=C1)Cl)C(=O)OO (mCPBA), COC(CC1=CC(=CC=C1)CN(C(CSC)=O)CCCN1C2=NC(=NC(=C2NC1=O)N)OCCCC)=O (Methyl[3-({[3-(6-amino-2-butoxy-8-oxo-7,8-dihydro-9H-purin-9-yl)propyl][(methylthio)acetyl]amino}methyl)phenyl]acetate). Solvent: C(Cl)Cl (DCM). Run at time 3 hour. Yields the product COC(CC1=CC(=CC=C1)CN(C(CS(=O)C)=O)CCCN1C2=NC(=NC(=C2NC1=O)N)OCCCC)=O (Methyl[3-({[3-(6-amino-2-butoxy-8-oxo-7,8-dihydro-9H-purin-9-yl)propyl][(methylsulfinyl)acetyl]amino}methyl)phenyl]acetate). RXN SMILES: [CH3:1][O:2][C:3](=[O:37])[CH2:4][C:5]1[CH:10]=[CH:9][CH:8]=[C:7]([CH2:11][N:12]([CH2:18][CH2:19][CH2:20][N:21]2[C:29](=[O:30])[NH:28][C:27]3[C:22]2=[N:23][C:24]([O:32][CH2:33][CH2:34][CH2:35][CH3:36])=[N:25][C:26]=3[NH2:31])[C:13](=[O:17])[CH2:14][S:15][CH3:16])[CH:6]=1.CO.C1C=C(Cl)C=C(C(OO)=[O:48])C=1>C(Cl)Cl>[CH3:1][O:2][C:3](=[O:37])[CH2:4][C:5]1[CH:10]=[CH:9][CH:8]=[C:7]([CH2:11][N:12]([CH2:18][CH2:19][CH2:20][N:21]2[C:29](=[O:30])[NH:28][C:27]3[C:22]2=[N:23][C:24]([O:32][CH2:33][CH2:34][CH2:35][CH3:36])=[N:25][C:26]=3[NH2:31])[C:13](=[O:17])[CH2:14][S:15]([CH3:16])=[O:48])[CH:6]=1. Procedure: The product from example 12 (150 mg) was dissolved in DCM (10 ml) and methanol (2 ml) and mCPBA (0.1 g) added. The mixture was stirred at rt for 3 h then purified by RPHPLC, which afforded the title compound. Yield 50 mg.